Dataset: the Open Reaction Database (ORD), a public repository of structured organic reaction records. Task: describe an organic reaction: reactants, conditions, products, and yield Reactants: C(C)(=O)Cl (acetylchloride), NC1=NC(=CC(=N1)Cl)N (2,6-diamino-4-chloro-pyrimidine), C1(CCCCC1)[N+]#[C-] (cyclohexylisonitrile), S1C(=CC=C1)C=O (thiophene-2-carbaldehyde). Solvent: Cl(=O)(=O)(=O)O (perchloric acid). Product: [Cl-].C(C)(=O)[N+]=1C(=C(N2C1N=C(C=C2N)Cl)NC2CCCCC2)C=2SC=CC2 (1-acetyl-5-amino-7-chloro-3-cyclohexylamino-2-thiophene-2-yl-imidazo[1,2-a]pyrimidin-1-ium chloride). Reaction SMILES: [NH2:1][C:2]1[N:7]=[C:6]([Cl:8])[CH:5]=[C:4]([NH2:9])[N:3]=1.[CH:10]1([N+:16]#[C-:17])[CH2:15][CH2:14][CH2:13][CH2:12][CH2:11]1.[S:18]1[CH:22]=[CH:21][CH:20]=[C:19]1[CH:23]=O.[C:25](Cl)(=[O:27])[CH3:26]>Cl(O)(=O)(=O)=O>[Cl-:8].[C:25]([N+:1]1[C:23]([C:19]2[S:18][CH:22]=[CH:21][CH:20]=2)=[C:17]([NH:16][CH:10]2[CH2:15][CH2:14][CH2:13][CH2:12][CH2:11]2)[N:3]2[C:4]([NH2:9])=[CH:5][C:6]([Cl:8])=[N:7][C:2]=12)(=[O:27])[CH3:26] |f:5.6|. Procedure details: Example 26 was carried out in accordance with the general directions for synthesis in process step a) from 1.0 ml (0.1 mmol) 2,6-diamino-4-chloro-pyrimidine (0.1 M, DCM), 0.575 ml (0.115 mmol) cyclohexylisonitrile solution (0.2 M, DCM), 0.500 ml (0.15 mmol) thiophene-2-carbaldehyde solution (0.3 M, DCM) and 10 μl perchloric acid (w=20%) and in process step c) and d) by reacting the resultant reaction product with 0.4 mmol acetylchloride. Yield: 77.1%. Run in CO (methanol). Starting materials: C=1(C(O)=CC=CC1)OC (guaiacol), ClC(C(=O)OC)C(=O)OC (dimethyl chloromalonate), C[O-].[Na+] (sodium methylate), [Na] (sodium). Run at temperature 45 celsius, time 1 hour. The product is COC1=C(OC(C(=O)OC)C(=O)OC)C=CC=C1 (dimethyl (o-methoxyphenoxy)malonate). Reported procedure: 25 g of guaiacol and 37 g of dimethyl chloromalonate were added dropwise in succession to a sodium methylate solution from 150 ml of methanol and 4.6 g of sodium. The suspension was stirred at 45° C. for 1 hour with the exclusion of moisture, thereafter the methanol was distilled off. The residue was taken up in 200 ml of toluene and washed with water, 1% sodium hydroxide solution and water until the organic phase was colorless. After drying and evaporating the solvent, the residue was distilled... As a reaction SMILES: [C:1]1([O:8][CH3:9])[C:2](=[CH:4][CH:5]=[CH:6][CH:7]=1)[OH:3].Cl[CH:11]([C:16]([O:18][CH3:19])=[O:17])[C:12]([O:14][CH3:15])=[O:13].C[O-].[Na+].[Na]>CO>[CH3:9][O:8][C:1]1[CH:7]=[CH:6][CH:5]=[CH:4][C:2]=1[O:3][CH:11]([C:16]([O:18][CH3:19])=[O:17])[C:12]([O:14][CH3:15])=[O:13] |f:2.3,^1:22|. Reactants: C(C)(C)(C)OC(NC1=CC=C(C=C1)OC1=C(C=C(C=C1)C(NC1=CC=C(C=C1)C)=O)NC=1C2=C(N=CN1)N=C(C=C2)C(C)C)=O ({4-[2-(7-Isopropyl-pyrido[2,3-d]pyrimidin-4-ylamino)-4-p-tolylcarbamoyl-phenoxy]-phenyl}-carbamic acid tert-butyl ester), FC(C(=O)O)(F)F (trifluoroacetic acid). Solvent: ClCCl (dichloromethane). Conditions: time 1 hour. Product: NC1=CC=C(OC2=C(C=C(C(=O)NC3=CC=C(C=C3)C)C=C2)NC=2C3=C(N=CN2)N=C(C=C3)C(C)C)C=C1 (4-(4-Amino-phenoxy)-3-(7-isopropyl-pyrido[2,3-d]pyrimidin-4-ylamino)-N-p-tolyl-benzamide), FC(C(=O)O)(F)F (trifluoroacetic acid). The yield is 14.0%. RXN SMILES: C(OC(=O)[NH:7][C:8]1[CH:13]=[CH:12][C:11]([O:14][C:15]2[CH:20]=[CH:19][C:18]([C:21](=[O:30])[NH:22][C:23]3[CH:28]=[CH:27][C:26]([CH3:29])=[CH:25][CH:24]=3)=[CH:17][C:16]=2[NH:31][C:32]2[C:33]3[CH:41]=[CH:40][C:39]([CH:42]([CH3:44])[CH3:43])=[N:38][C:34]=3[N:35]=[CH:36][N:37]=2)=[CH:10][CH:9]=1)(C)(C)C.[F:46][C:47]([F:52])([F:51])[C:48]([OH:50])=[O:49]>ClCCl>[NH2:7][C:8]1[CH:13]=[CH:12][C:11]([O:14][C:15]2[CH:20]=[CH:19][C:18]([C:21]([NH:22][C:23]3[CH:28]=[CH:27][C:26]([CH3:29])=[CH:25][CH:24]=3)=[O:30])=[CH:17][C:16]=2[NH:31][C:32]2[C:33]3[CH:41]=[CH:40][C:39]([CH:42]([CH3:43])[CH3:44])=[N:38][C:34]=3[N:35]=[CH:36][N:37]=2)=[CH:10][CH:9]=1.[F:46][C:47]([F:52])([F:51])[C:48]([OH:50])=[O:49]. Reported procedure: The product of Example 86E (305 mg, 0.504 mmol) was dissolved in dichloromethane (5 mL) and trifluoroacetic acid (2 mL). The solution was stirred at room temperature for 1 hour at which time the solvent was removed on the under vacuum. The resultant residue was purified by HPLC with TFA to provide the title compound as a trifluoroacetic acid salt (35 mg, 14%). 1H NMR (300 MHz, DMSO-D6) δ ppm: 1.34 (d, J=6.99 Hz, 6 H), 2.28 (s, 3 H), 3.28 (qt, J=13.70, 6.94 Hz, 1 H), 6.82-6.88 (m, 2 H), 6.91-6.99... Starting materials: CN(C)CC(=O)O, CNO, ClC(Cl)Cl. Product: CN(C)CC(=O)N(C)O. RXN SMILES: [CH3:1][N:2]([CH3:3])[CH2:4][C:5]([OH:6])=[O:7].[CH3:8][NH:9][OH:10].[CH:11]([Cl:12])([Cl:13])[Cl:14]>>[CH3:1][N:2]([CH3:3])[CH2:4][C:5](=[O:7])[N:9]([CH3:8])[OH:10]. RXN SMILES: [CH:1]1([CH2:4][O:5][C:6]2[N:11]=[C:10]([C:12]([OH:14])=O)[CH:9]=[CH:8][C:7]=2[N:15]2[CH2:18][C:17]([F:20])([F:19])[CH2:16]2)[CH2:3][CH2:2]1.[CH3:21][CH:22]([CH3:32])[CH2:23][CH:24]([C:26]1[N:27]=[N:28][CH:29]=[CH:30][CH:31]=1)[NH2:25]>CCCCCCC.C(O)C.CC(O)C>[CH3:21][CH:22]([CH3:32])[CH2:23][C@H:24]([NH:25][C:12]([C:10]1[CH:9]=[CH:8][C:7]([N:15]2[CH2:18][C:17]([F:20])([F:19])[CH2:16]2)=[C:6]([O:5][CH2:4][CH:1]2[CH2:2][CH2:3]2)[N:11]=1)=[O:14])[C:26]1[N:27]=[N:28][CH:29]=[CH:30][CH:31]=1. Product: CC(C[C@@H](C=1N=NC=CC1)NC(=O)C1=NC(=C(C=C1)N1CC(C1)(F)F)OCC1CC1)C (6-Cyclopropylmethoxy-5-(3,3-difluoro-azetidin-1-yl)-pyridine-2-carboxylic acid ((S)-3-methyl-1-pyridazin-3-yl-butyl)-amide). Run in CCCCCCC (heptane), C(C)O (ethanol), CC(C)O (2-propanol). Reactants: C1(CC1)COC1=C(C=CC(=N1)C(=O)O)N1CC(C1)(F)F (6-cyclopropylmethoxy-5-(3,3-difluoro-azetidin-1-yl)-pyridine-2-carboxylic acid), CC(CC(N)C=1N=NC=CC1)C (3-methyl-1-(pyridazin-3-yl)butan-1-amine). Procedure details: The title compound was synthesized in analogy to Example 1, using 6-cyclopropylmethoxy-5-(3,3-difluoro-azetidin-1-yl)-pyridine-2-carboxylic acid (Example 69 b) and 3-methyl-1-(pyridazin-3-yl)butan-1-amine (Example 321 a) as starting materials. The product was isolated by chiral chromatography on Reprosil Chiral NR using a mixture of heptane, ethanol and 2-propanol as eluent. The (−)-enantiomer was isolated. MS (EI): m/e=432.5 [M+H]+.